This data is from the Open Reaction Database (ORD), a public repository of structured organic reaction records. The task is: describe an organic reaction: reactants, conditions, products, and yield Reactants: C1COCCOCCOCCOCCO1, [H-], [Na+], C1CCOC1, O=Cc1c[nH]c(-c2ccccc2)c1, O=S(=O)(Cl)c1cc2ccccc2s1. The product is O=Cc1cc(-c2ccccc2)n(S(=O)(=O)c2cc3ccccc3s2)c1. RXN SMILES: [CH2:16]1[O:17][CH2:18][CH2:19][O:20][CH2:21][CH2:22][O:23][CH2:24][CH2:25][O:26][CH2:27][CH2:28][O:29][CH2:30]1.[H-:14].[Na+:15].[O:44]1[CH2:45][CH2:46][CH2:47][CH2:48]1.[c:1]1(-[c:7]2[cH:8][c:9]([CH:12]=[O:13])[cH:10][nH:11]2)[cH:2][cH:3][cH:4][cH:5][cH:6]1.[s:31]1[c:32]([S:40](=[O:41])(=[O:42])[Cl:43])[cH:33][c:34]2[c:35]1[cH:36][cH:37][cH:38][cH:39]2>>[c:1]1(-[c:7]2[cH:8][c:9]([CH:12]=[O:13])[cH:10][n:11]2[S:40]([c:32]2[s:31][c:35]3[c:34]([cH:33]2)[cH:39][cH:38][cH:37][cH:36]3)(=[O:41])=[O:42])[cH:2][cH:3][cH:4][cH:5][cH:6]1. Starting materials: O=C([O-])[O-], CC#N, Nc1ccc(O)c(Cl)c1, N#Cc1c(F)cccc1F, [K+], [K+]. Yields the product N#Cc1c(F)cccc1Oc1ccc(N)cc1Cl. RXN SMILES: [C:11](=[O:12])([O-:13])[O-:14].[CH3:26][C:27]#[N:28].[Cl:17][c:18]1[cH:19][c:20]([NH2:21])[cH:22][cH:23][c:24]1[OH:25].[F:1][c:2]1[c:3]([C:4]#[N:5])[c:6]([F:10])[cH:7][cH:8][cH:9]1.[K+:15].[K+:16]>>[c:2]1([O:25][c:24]2[c:18]([Cl:17])[cH:19][c:20]([NH2:21])[cH:22][cH:23]2)[c:3]([C:4]#[N:5])[c:6]([F:10])[cH:7][cH:8][cH:9]1. The reactants are C(C)(=O)O[C@H]1[C@H]([C@@H](C[C@@H]1N1C(=NC2=C1C=C(C(=C2)Cl)Cl)I)COC(C)=O)OC(C)=O ((±)(1R*,2S*,3S*,5S*)-3-(acetoxymethyl)-5-(5,6-dichloro-2-iodo-1H-benzimidazol-1-yl)-1,2-cyclopentanediyl diacetate), CO (methanol), C(C)O (ethanol), C([O-])([O-])=O.[Na+].[Na+] (Sodium carbonate). Run in O (water), C(C)(=O)O (acetic acid). Run at time 2 hour. Yields the product ClC1=CC2=C(N(C(=N2)I)[C@H]2C[C@H]([C@@H]([C@@H]2O)O)CO)C=C1Cl ((±)-(1R*,2S*,3S*,5S*)-5-(5,6-dichloro-2-iodo-1H-benzimidazol-1-yl)-3-(hydroxymethyl)-1,2-cyclopentanediol). The yield is 93.3%. Reaction SMILES: C(=O)([O-])[O-].[Na+].[Na+].CO.C(O)C.C([O:15][C@@H:16]1[C@@H:20]([N:21]2[C:25]3[CH:26]=[C:27]([Cl:31])[C:28]([Cl:30])=[CH:29][C:24]=3[N:23]=[C:22]2[I:32])[CH2:19][C@@H:18]([CH2:33][O:34]C(=O)C)[C@@H:17]1[O:38]C(=O)C)(=O)C>O.C(O)(=O)C>[Cl:30][C:28]1[C:27]([Cl:31])=[CH:26][C:25]2[N:21]([C@@H:20]3[C@@H:16]([OH:15])[C@@H:17]([OH:38])[C@H:18]([CH2:33][OH:34])[CH2:19]3)[C:22]([I:32])=[N:23][C:24]=2[CH:29]=1 |f:0.1.2|. Procedure details: Sodium carbonate (40 mg, 0.37 mmol) was dissolved in water (0.7 mL) and methanol (3 mL) and ethanol (3 mL) were added. To this stirred mixture was added (±)(1R*,2S*,3S*,5S*)-3-(acetoxymethyl)-5-(5,6-dichloro-2-iodo-1H-benzimidazol-1-yl)-1,2-cyclopentanediyl diacetate (215 mg, 0.37 mmol). After 2 hours at ambient temperature, acetic acid was added to adjust the pH to 7 and volatiles were evaporated in vacuo. Resolidification of the residual solid from 3:1 ethanol-water gave (±)-(1R*,2S*,3S*,5S*)-... Reactants: BrC=1C=C(C(=CC1OC1=C(C=C(C=C1)F)F)N)N (4-bromo-5-(2,4-difluorophenoxy)benzene-1,2-diamine), C(OCC)([O-])[O-] (ethyl orthoformate), O.C1(=CC=C(C=C1)S(=O)(=O)O)C (p-toluenesulfonic acid monohydrate). Run in O1CCCC1 (tetrahydrofuran). Run at temperature 50 celsius, time 1 hour. The product is BrC=1C(=CC2=C(NC=N2)C1)OC1=C(C=C(C=C1)F)F (6-Bromo-5-(2,4-difluorophenoxy)-1H-benzimidazole). Yield: 75.8%. Reaction SMILES: [Br:1][C:2]1[CH:3]=[C:4]([NH2:18])[C:5]([NH2:17])=[CH:6][C:7]=1[O:8][C:9]1[CH:14]=[CH:13][C:12]([F:15])=[CH:11][C:10]=1[F:16].[CH:19]([O-])([O-])OCC.O.C1(C)C=CC(S(O)(=O)=O)=CC=1>O1CCCC1>[Br:1][C:2]1[C:7]([O:8][C:9]2[CH:14]=[CH:13][C:12]([F:15])=[CH:11][C:10]=2[F:16])=[CH:6][C:5]2[N:17]=[CH:19][NH:18][C:4]=2[CH:3]=1 |f:2.3|. Procedure: A solution of 4-bromo-5-(2,4-difluorophenoxy)benzene-1,2-diamine (0.090 g, 0.28 mmol) in tetrahydrofuran (1.1 mL) was treated with ethyl orthoformate (0.142 mL, 0.857 mmol) followed by p-toluenesulfonic acid monohydrate (0.005 g, 0.03 mmol) and stirred at 50° C. for 1 h. The reaction mixture was concentrated and diluted with ethyl acetate and saturated sodium bicarbonate. The organic layer was separated and washed with brine, dried with magnesium sulfate, filtered, and concentrated to give a cru... The reactants are C1CCC2=NCCCN2CC1, C1CCOC1, CN(C)C(=S)Cl, CCOC(C)=O, COc1ccc(O)c(Cl)c1. Yields the product COc1ccc(OC(=S)N(C)C)c(Cl)c1. Reaction SMILES: [CH2:11]1[CH2:12][CH2:13][C:14]2=[N:19][CH2:18][CH2:17][CH2:16][N:15]2[CH2:20][CH2:21]1.[CH2:28]1[O:29][CH2:30][CH2:31][CH2:32]1.[CH3:22][N:23]([C:24](=[S:25])[Cl:26])[CH3:27].[CH3:33][CH2:34][O:35][C:36]([CH3:37])=[O:38].[Cl:1][c:2]1[c:3]([OH:10])[cH:4][cH:5][c:6]([O:8][CH3:9])[cH:7]1>>[Cl:1][c:2]1[c:3]([O:10][C:24]([N:23]([CH3:22])[CH3:27])=[S:25])[cH:4][cH:5][c:6]([O:8][CH3:9])[cH:7]1. Product: Clc1cc(Nc2cc(C3CC3)[nH]n2)nc(NCc2cc(-c3ccccc3)no2)n1. The reactants are CCCCO, CCN(C(C)C)C(C)C, Clc1cc(Nc2cc(C3CC3)[nH]n2)nc(Cl)n1, NCc1cc(-c2ccccc2)no1. Reaction SMILES: [CH2:40]([OH:41])[CH2:42][CH2:43][CH3:44].[CH:18]([N:19]([CH:20]([CH3:21])[CH3:22])[CH2:23][CH3:24])([CH3:25])[CH3:26].[Cl:1][c:2]1[n:3][c:4]([Cl:17])[cH:5][c:6]([NH:8][c:9]2[n:10][nH:11][c:12]([CH:14]3[CH2:15][CH2:16]3)[cH:13]2)[n:7]1.[c:27]1(-[c:33]2[n:34][o:35][c:36]([CH2:38][NH2:39])[cH:37]2)[cH:28][cH:29][cH:30][cH:31][cH:32]1>>[c:2]1([NH:39][CH2:38][c:36]2[o:35][n:34][c:33](-[c:27]3[cH:28][cH:29][cH:30][cH:31][cH:32]3)[cH:37]2)[n:3][c:4]([Cl:17])[cH:5][c:6]([NH:8][c:9]2[n:10][nH:11][c:12]([CH:14]3[CH2:15][CH2:16]3)[cH:13]2)[n:7]1.